Task: describe an organic reaction: reactants, conditions, products, and yield. Dataset: the Open Reaction Database (ORD), a public repository of structured organic reaction records Starting materials: C1CCOC1, CCOC(C)=O, CC(C)[Si](OC1CCN(N2CCC(Cc3c(Cl)cc(OS(=O)(=O)C(F)(F)F)cc3Cl)C2=O)CC1)(C(C)C)C(C)C, OB(O)c1ccc(C(F)(F)F)cc1, [Na+], [Na+], O=C([O-])[O-], O, c1ccc(P(c2ccccc2)(c2ccccc2)[Pd](P(c2ccccc2)(c2ccccc2)c2ccccc2)(P(c2ccccc2)(c2ccccc2)c2ccccc2)P(c2ccccc2)(c2ccccc2)c2ccccc2)cc1. The product is CC(C)[Si](OC1CCN(N2CCC(Cc3c(Cl)cc(-c4ccc(C(F)(F)F)cc4)cc3Cl)C2=O)CC1)(C(C)C)C(C)C. As a reaction SMILES: [CH2:60]1[O:61][CH2:62][CH2:63][CH2:64]1.[CH3:66][CH2:67][O:68][C:69](=[O:70])[CH3:71].[Cl:1][c:2]1[cH:3][c:4]([O:33][S:34]([C:35]([F:36])([F:37])[F:38])(=[O:39])=[O:40])[cH:5][c:6]([Cl:32])[c:7]1[CH2:8][CH:9]1[C:10](=[O:31])[N:11]([N:14]2[CH2:15][CH2:16][CH:17]([O:20][Si:21]([CH:22]([CH3:23])[CH3:24])([CH:25]([CH3:26])[CH3:27])[CH:28]([CH3:29])[CH3:30])[CH2:18][CH2:19]2)[CH2:12][CH2:13]1.[F:41][C:42]([c:43]1[cH:44][cH:45][c:46]([B:49]([OH:50])[OH:51])[cH:47][cH:48]1)([F:52])[F:53].[Na+:54].[Na+:55].[O-:56][C:57](=[O:58])[O-:59].[OH2:65].[cH:72]1[cH:73][cH:74][c:75]([P:76]([Pd:77]([P:78]([c:79]2[cH:80][cH:81][cH:82][cH:83][cH:84]2)([c:85]2[cH:86][cH:87][cH:88][cH:89][cH:90]2)[c:91]2[cH:92][cH:93][cH:94][cH:95][cH:96]2)([P:97]([c:98]2[cH:99][cH:100][cH:101][cH:102][cH:103]2)([c:104]2[cH:105][cH:106][cH:107][cH:108][cH:109]2)[c:110]2[cH:111][cH:112][cH:113][cH:114][cH:115]2)[P:116]([c:117]2[cH:118][cH:119][cH:120][cH:121][cH:122]2)([c:123]2[cH:124][cH:125][cH:126][cH:127][cH:128]2)[c:129]2[cH:130][cH:131][cH:132][cH:133][cH:134]2)([c:135]2[cH:136][cH:137][cH:138][cH:139][cH:140]2)[c:141]2[cH:142][cH:143][cH:144][cH:145][cH:146]2)[cH:147][cH:148]1>>[Cl:1][c:2]1[cH:3][c:4](-[c:46]2[cH:45][cH:44][c:43]([C:42]([F:41])([F:52])[F:53])[cH:48][cH:47]2)[cH:5][c:6]([Cl:32])[c:7]1[CH2:8][CH:9]1[C:10](=[O:31])[N:11]([N:14]2[CH2:15][CH2:16][CH:17]([O:20][Si:21]([CH:22]([CH3:23])[CH3:24])([CH:25]([CH3:26])[CH3:27])[CH:28]([CH3:29])[CH3:30])[CH2:18][CH2:19]2)[CH2:12][CH2:13]1. The reactants are C(C)(C)(C)OC(NC=1SC=C(N1)C=O)=O ((4-formyl-thiazol-2-yl)-carbamic acid tert-butyl ester), C1(CCCC1)NC(=O)C1CCNCC1 (piperidine-4-carboxylic acid cyclopentylamide). Product: C(C)(C)(C)OC(NC=1SC=C(N1)CN1CCC(CC1)C(NC1CCCC1)=O)=O ([4-(4-cyclopentylcarbamoyl-piperidin-1-ylmethyl)-thiazol-2-yl]-carbamic acid tert-butyl ester). As a reaction SMILES: [C:1]([O:5][C:6](=[O:15])[NH:7][C:8]1[S:9][CH:10]=[C:11]([CH:13]=O)[N:12]=1)([CH3:4])([CH3:3])[CH3:2].[CH:16]1([NH:21][C:22]([CH:24]2[CH2:29][CH2:28][NH:27][CH2:26][CH2:25]2)=[O:23])[CH2:20][CH2:19][CH2:18][CH2:17]1>>[C:1]([O:5][C:6](=[O:15])[NH:7][C:8]1[S:9][CH:10]=[C:11]([CH2:13][N:27]2[CH2:28][CH2:29][CH:24]([C:22](=[O:23])[NH:21][CH:16]3[CH2:20][CH2:19][CH2:18][CH2:17]3)[CH2:25][CH2:26]2)[N:12]=1)([CH3:4])([CH3:3])[CH3:2]. Procedure: The title compound is prepared according to the reactions described above starting from (4-formyl-thiazol-2-yl)-carbamic acid tert-butyl ester and piperidine-4-carboxylic acid cyclopentylamide J-4 yielding after reductive amination [4-(4-cyclopentylcarbamoyl-piperidin-1-ylmethyl)-thiazol-2-yl]-carbamic acid tert-butyl ester; LC-MS A: tR=0.66 min; [M+H]+=409.13. Reactants: CC(C)(C)OC(=O)N1CCC(CCC(=O)N2CCCC(C(=O)NCCC(=O)O)C2)CC1, CCOC(C)=O, Cl. Yields the product Cl, O=C(O)CCNC(=O)C1CCCN(C(=O)CCC2CCNCC2)C1. As a reaction SMILES: [C:1]([O:2][C:3](=[O:4])[N:8]1[CH2:9][CH2:10][CH:11]([CH2:14][CH2:15][C:16](=[O:17])[N:18]2[CH2:19][CH:20]([C:24](=[O:25])[NH:26][CH2:27][CH2:28][C:29](=[O:30])[OH:31])[CH2:21][CH2:22][CH2:23]2)[CH2:12][CH2:13]1)([CH3:5])([CH3:6])[CH3:7].[CH3:33][CH2:34][O:35][C:36](=[O:37])[CH3:38].[ClH:32]>>[ClH:32].[NH:8]1[CH2:9][CH2:10][CH:11]([CH2:14][CH2:15][C:16](=[O:17])[N:18]2[CH2:19][CH:20]([C:24](=[O:25])[NH:26][CH2:27][CH2:28][C:29](=[O:30])[OH:31])[CH2:21][CH2:22][CH2:23]2)[CH2:12][CH2:13]1. Reactants: C(C)(C)(C)C=1C=C(C=C(C1)C(C)(C)C)C(CCO)=C (3-(3,5-di-t-butyl phenyl)-3-buten-1-ol), C1(CC1)O (cyclopropyl alcohol). Yields the product C(C)(C)(C)C=1C=C(C=C(C1)C(C)(C)C)C1(CC1)C(C)O ([1-(3,5-di-t-butyl phenyl)-cyclopropyl]-ethanol). Isolated yield 40.0%. RXN SMILES: [C:1]([C:5]1[CH:6]=[C:7]([C:15](=[CH2:19])[CH2:16]CO)[CH:8]=[C:9]([C:11]([CH3:14])([CH3:13])[CH3:12])[CH:10]=1)([CH3:4])([CH3:3])[CH3:2].[CH:20]1([OH:23])C[CH2:21]1>>[C:11]([C:9]1[CH:8]=[C:7]([C:15]2([CH:20]([OH:23])[CH3:21])[CH2:19][CH2:16]2)[CH:6]=[C:5]([C:1]([CH3:4])([CH3:3])[CH3:2])[CH:10]=1)([CH3:12])([CH3:13])[CH3:14]. Reported procedure: The above unsaturated alcohol 8 (70 mg, 0.34 mmol) was converted to the cyclopropyl alcohol as described in Example 1 to give 29 mg of [1-(3,5-di-t-butyl phenyl)-cyclopropyl]-ethanol (9) as a pale yellow oil in 40% yield. 1H NMR (400 MHz, CDCl3) δ7.25 (d, J=1.8 Hz, 1H, aromatic), 7.15 (d, J=1.8 Hz, 2H, aromatic), 3.65 (q, J=12.5, 6.7 Hz, 2H, aliphatic CH2), 1.83 (t, J=6.9 Hz, 2H, aliphatic CH2), 1.31 (s, 18H, aliphatic 6CH2), 1.18 (t, J=5.6 Hz, 1H, alcohol), 0.84 (dd, J=9.9, 4.5 Hz, 2H, aliphati... Conditions: time 5 hour. Procedure details: Then, HCl (0.750 mL, 2 M solution in Et20, 1.5 mmol) was dropwise added to a suspension of (2S)-[5-(3,5-Dimethyl-1H-pyrazol-4-yl)-1,2,3,4-tetrahydro-naphthalen-2-yl]-dimethyl-amine (129 mg, 0.48 mmol) in Et2O (5 mL). The reaction mixture was stirred at room temperature for 5 h and then the solvent was concentrated off. The resulting solid was suspended in Et2O (5 mL) and concentrated, in order to remove excess of HCl. This operation was done for three times, to give 119 mg of the title product (... Product: Cl.Cl.CC1=NNC(=C1C1=C2CC[C@@H](CC2=CC=C1)N(C)C)C ((2S)-[5-(3,5-Dimethyl-1H-pyrazol-4-yl)-1,2,3,4-tetrahydro-naphthalen-2-yl]-dimethyl-amine dihydrochloride). Solvent: CCOCC (Et2O). Reaction SMILES: [ClH:1].[CH3:2][C:3]1[C:7]([C:8]2[CH:17]=[CH:16][CH:15]=[C:14]3[C:9]=2[CH2:10][CH2:11][C@H:12]([N:18]([CH3:20])[CH3:19])[CH2:13]3)=[C:6]([CH3:21])[NH:5][N:4]=1>CCOCC>[ClH:1].[ClH:1].[CH3:21][C:6]1[C:7]([C:8]2[CH:17]=[CH:16][CH:15]=[C:14]3[C:9]=2[CH2:10][CH2:11][C@H:12]([N:18]([CH3:19])[CH3:20])[CH2:13]3)=[C:3]([CH3:2])[NH:4][N:5]=1 |f:3.4.5|. Reactants: Cl (HCl), CC1=NNC(=C1C1=C2CC[C@@H](CC2=CC=C1)N(C)C)C ((2S)-[5-(3,5-Dimethyl-1H-pyrazol-4-yl)-1,2,3,4-tetrahydro-naphthalen-2-yl]-dimethyl-amine). The yield is 72.4%. Starting materials: C(C)(=O)C1CC(C1)CC (1-acetyl-3-ethylcyclobutane), ClC1=CC(=CC=C1)C(=O)OO (m-chloroperbenzoic acid). Run in C(Cl)(Cl)Cl (chloroform). Conditions: time 5 day. The product is C(C)(=O)OC1CC(C1)CC (1-acetoxy-3-ethylcyclobutane). The yield is 57.3%. Reaction SMILES: C([CH:4]1[CH2:7][CH:6]([CH2:8][CH3:9])[CH2:5]1)(=O)C.ClC1C=CC=[C:13]([C:17]([O:19]O)=[O:18])C=1>C(Cl)(Cl)Cl>[C:17]([O:19][CH:4]1[CH2:5][CH:6]([CH2:8][CH3:9])[CH2:7]1)(=[O:18])[CH3:13]. Reported procedure: A solution of 5.5 g of the 1-acetyl-3-ethylcyclobutane, and 10.7 g of m-chloroperbenzoic acid in 107 ml chloroform was allowed to stand for five days in the dark. The reaction mixture was cooled via external ice cooling and filtered. The filtrate was diluted with CHCl3 and washed with 10 percent aqueous sodium thiosulfate, 10 percent aqueous sodium carbonate and brine, dried over Na2SO4, and filtered. The solution was subjected to distillation (aspirator vacuum) to afford 3.55 g of 1-acetoxy-3-e... The reactants are N1C=NC=C1.[Na] (sodium imidazole), Cl (hydrochloric acid), O.NN (hydrazine hydrate), BrCCCCCN1C(C=2C(C1=O)=CC=CC2)=O (N-(5-bromopentyl)phthalimide), N1(C=NC=C1)CCCCCN1C(C2=CC=CC=C2C1=O)=O (2-[5-(1H-imidazol-1-yl)pentyl]-1H-isoindole-1,3(2H)-dione), desired intermediate. Solvent: CN(C=O)C (dimethylformamide), C(C)O (ethanol). Yields the product N1(C=NC=C1)CCCCCN (1H-Imidazole-1-pentanamine). As a reaction SMILES: N1C=CN=C1.[Na].BrCCCCCN1C(=O)C2=CC=CC=C2C1=O.[N:24]1([CH2:29][CH2:30][CH2:31][CH2:32][CH2:33][N:34]2C(=O)C3C(=CC=CC=3)C2=O)[CH:28]=[CH:27][N:26]=[CH:25]1.O.NN.Cl>C(O)C.CN(C)C=O>[N:24]1([CH2:29][CH2:30][CH2:31][CH2:32][CH2:33][NH2:34])[CH:28]=[CH:27][N:26]=[CH:25]1 |f:0.1,4.5,^1:5|. Procedure: A mixture of 19.6 g. of sodium imidazole 59.2 g. of N-(5-bromopentyl)phthalimide and 300 ml. of dimethylformamide as stirred in an oil bath at 100° C. for 8 hours and then concentrated to remove the dimethylformamide. The residue was extracted twice with toluene and then concentrated in vacuo, giving 51.5 g. of 2-[5-(1H-imidazol-1-yl)pentyl]-1H-isoindole-1,3(2H)-dione as an oil. This oil was mixed with 8.73 ml. of hydrazine hydrate and 400 ml. of ethanol and heated on a steam bath for 3 hours. A... The reactants are NC=1C(=C(C(=CC1I)I)CC(C(=O)O)CC)I (3-amino-α-ethyl-2,4,6-triiodobenzenepropanoic acid), CN(C)C=O (DMF), [OH-].[Na+] (NaOH), C(C(=O)Cl)(=O)Cl (oxalyl chloride), N1=CC=CC=C1 (pyridine). The solvent is C1CCOC1 (THF), C1CCOC1 (THF), C1CCOC1 (THF), C(Cl)Cl (CH2Cl2). Run at temperature 40 celsius, time 1 hour. The product is ClCC(=O)NCCCCCC(=O)NC=1C(=C(C(=CC1I)I)CC(C(=O)O)CC)I (3-[[6-[(chloroacetyl)amino]-1-oxohexyl]amino]-α-ethyl-2,4,6-triiodobenzenepropanoic acid). Isolated yield 79.3%. RXN SMILES: [CH3:1][N:2]([CH:4]=[O:5])C.[C:6]([Cl:11])(=O)[C:7](Cl)=[O:8].[N:12]1[CH:17]=[CH:16][CH:15]=[CH:14][CH:13]=1.NC1[C:20]([I:34])=[C:21]([CH2:27][CH:28]([CH2:32][CH3:33])[C:29]([OH:31])=[O:30])[C:22]([I:26])=[CH:23][C:24]=1[I:25].[OH-].[Na+]>C(Cl)Cl.C1COCC1>[Cl:11][CH2:6][C:7]([NH:12][CH2:17][CH2:16][CH2:15][CH2:14][CH2:13][C:4]([NH:2][C:1]1[C:20]([I:34])=[C:21]([CH2:27][CH:28]([CH2:32][CH3:33])[C:29]([OH:31])=[O:30])[C:22]([I:26])=[CH:23][C:24]=1[I:25])=[O:5])=[O:8] |f:4.5|. Procedure details: In a solution of 43.9 g of DMF (0.6 mol) in 700 ml of CH2Cl2, kept at a temperature of 5° C. and under nitrogen atmosphere, 109.2 g of oxalyl chloride (0.86 mol) are dropwise added, obtaining a white precipitate. After 1 h, the solvent and the oxalyl chloride excess are removed under reduced pressure. The residue is suspended in 1000 ml of THF and 500 ml of MeCN and in the suspension kept at a temperature of 5° C., a solution of 130 g of 6-[(chloroacetyl)amino]hexanoic acid (prepared according t... The reactants are ClC1=C(C=CC(=C1)F)C1C(N(CC(C1)O)NC(OC(C)(C)C)=O)=O (tert-butyl (3SR,5SR)-3-(2-chloro-4-fluorophenyl)-5-hydroxy-2-oxopiperidin-1-ylcarbamate). Run in Cl (HCl). Conditions: time 1 hour. The product is NN1C(C(CC(C1)O)C1=C(C=C(C=C1)F)Cl)=O ((3SR,5SR)-1-Amino-3-(2-chloro-4-fluorophenyl)-5-hydroxypiperidin-2-one). As a reaction SMILES: [Cl:1][C:2]1[CH:7]=[C:6]([F:8])[CH:5]=[CH:4][C:3]=1[CH:9]1[CH2:14][CH:13]([OH:15])[CH2:12][N:11]([NH:16]C(=O)OC(C)(C)C)[C:10]1=[O:24]>Cl>[NH2:16][N:11]1[CH2:12][CH:13]([OH:15])[CH2:14][CH:9]([C:3]2[CH:4]=[CH:5][C:6]([F:8])=[CH:7][C:2]=2[Cl:1])[C:10]1=[O:24]. Reported procedure: To tert-butyl (3SR,5SR)-3-(2-chloro-4-fluorophenyl)-5-hydroxy-2-oxopiperidin-1-ylcarbamate (1.67 g, 4.7 mmol) was added HCl (10 mL, 4 N in dioxane) and the reaction stirred for 1 hour. The reaction was then concentrated to dryness, redissolved in dichloromethane, washed with sodium hydrogen carbonate, dried with sodium sulfate and the solvent was evaporated in vacuo afford the title compound was obtained as a light yellow crystalline solid (1.11 g, 92%). MS ISP (m/e): 259.1 [(M+H)+]. Starting materials: ClC1=CC(=C(C=C1F)N)I (4-chloro-5-fluoro-2-iodo-phenylamine), [Cu]C#N (copper (I) cyanide). Solvent: CC(=O)N(C)C (DMA). Product: NC1=C(C#N)C=C(C(=C1)F)Cl (2-Amino-5-chloro-4-fluoro-benzonitrile). Yield: 78.4%. RXN SMILES: [Cl:1][C:2]1[C:7]([F:8])=[CH:6][C:5]([NH2:9])=[C:4](I)[CH:3]=1.[Cu][C:12]#[N:13]>CC(N(C)C)=O>[NH2:9][C:5]1[CH:6]=[C:7]([F:8])[C:2]([Cl:1])=[CH:3][C:4]=1[C:12]#[N:13]. Procedure: A solution of 4-chloro-5-fluoro-2-iodo-phenylamine (2.5 g, 9.21 mmol) and copper (I) cyanide (1.65 g, 18.4 mmol) in DMA (45 ml) was heated to 130° C. overnight. Most of the DMA was removed under reduced pressure and the remaining residue was diluted with EtOAc and dichloromethane. The slurry was filtered and the filter cake was washed with dichloromethane and EtOAc. The filtrate was concentrated and the remaining residue was purified by column chromatography (silica gel, heptane/EtOAc 98:2-85:15...